Dataset: the Open Reaction Database (ORD), a public repository of structured organic reaction records. Task: describe an organic reaction: reactants, conditions, products, and yield The reactants are O=c1[nH]ncc(Br)c1Br, CCCOc1cc(CNC)ccc1OC, CCO, CCOC(C)=O. Product: CCCOc1cc(CN(C)c2cn[nH]c(=O)c2Br)ccc1OC. Reaction SMILES: [Br:1][c:2]1[c:3](=[O:9])[nH:4][n:5][cH:6][c:7]1[Br:8].[CH2:10]([CH2:11][CH3:12])[O:13][c:14]1[cH:15][c:16]([CH2:17][NH:18][CH3:19])[cH:20][cH:21][c:22]1[O:23][CH3:24].[CH3:25][CH2:26][OH:27].[CH3:28][CH2:29][O:30][C:31](=[O:32])[CH3:33]>>[Br:1][c:2]1[c:3](=[O:9])[nH:4][n:5][cH:6][c:7]1[N:18]([CH2:17][c:16]1[cH:15][c:14]([O:13][CH2:10][CH2:11][CH3:12])[c:22]([O:23][CH3:24])[cH:21][cH:20]1)[CH3:19]. Reactants: CC1(c2cccs2)OCC(=O)Nc2ccc(Br)cc21, Cc1cc(C#N)sc1Br. Product: Cc1cc(C#N)sc1-c1ccc2c(c1)C(C)(c1cccs1)OCC(=O)N2. As a reaction SMILES: [Br:1][c:2]1[cH:3][cH:4][c:5]2[c:6]([cH:19]1)[C:7]([c:13]1[s:14][cH:15][cH:16][cH:17]1)([CH3:18])[O:8][CH2:9][C:10](=[O:12])[NH:11]2.[Br:20][c:21]1[c:22]([CH3:28])[cH:23][c:24]([C:26]#[N:27])[s:25]1>>[c:2]1(-[c:21]2[c:22]([CH3:28])[cH:23][c:24]([C:26]#[N:27])[s:25]2)[cH:3][cH:4][c:5]2[c:6]([cH:19]1)[C:7]([c:13]1[s:14][cH:15][cH:16][cH:17]1)([CH3:18])[O:8][CH2:9][C:10](=[O:12])[NH:11]2. The reactants are C([O-])([O-])=O.[K+].[K+] (potassium carbonate), C(C1=CC=CC=C1)Br (benzyl bromide), FC=1C=CC(=C(OCC2=C3C(=CC(NC3=CC=C2C2=C(C=C(C=C2)O)OC)(C)C)C)C1)C (5-(5-Fluoro-2-methylphenoxymethyl)-6-(4-hydroxy-2-methoxyphenyl)-2,2,4-tri methyl-1,2-dihydroquinoline), C(C)(=O)OCC (Ethyl acetate). Run in CN(C=O)C (N,N-dimethylformamide). Run at temperature 60 celsius, time 40 minute. The product is C(C1=CC=CC=C1)OC1=CC(=C(C=C1)C=1C(=C2C(=CC(NC2=CC1)(C)C)C)COC1=C(C=CC(=C1)F)C)OC (6-(4-Benzyloxy-2-methoxyphenyl)-5-(5-fluoro-2-methylphenoxymethyl)-2,2,4-tri methyl-1,2-dihydroquinoline). Isolated yield 19.0%. RXN SMILES: [F:1][C:2]1[CH:3]=[CH:4][C:5]([CH3:32])=[C:6]([CH:31]=1)[O:7][CH2:8][C:9]1[C:18]([C:19]2[CH:24]=[CH:23][C:22]([OH:25])=[CH:21][C:20]=2[O:26][CH3:27])=[CH:17][CH:16]=[C:15]2[C:10]=1[C:11]([CH3:30])=[CH:12][C:13]([CH3:29])([CH3:28])[NH:14]2.C(=O)([O-])[O-].[K+].[K+].[CH2:39](Br)[C:40]1[CH:45]=[CH:44][CH:43]=[CH:42][CH:41]=1.C(OCC)(=O)C>CN(C)C=O>[CH2:39]([O:25][C:22]1[CH:23]=[CH:24][C:19]([C:18]2[C:9]([CH2:8][O:7][C:6]3[CH:31]=[C:2]([F:1])[CH:3]=[CH:4][C:5]=3[CH3:32])=[C:10]3[C:15](=[CH:16][CH:17]=2)[NH:14][C:13]([CH3:28])([CH3:29])[CH:12]=[C:11]3[CH3:30])=[C:20]([O:26][CH3:27])[CH:21]=1)[C:40]1[CH:45]=[CH:44][CH:43]=[CH:42][CH:41]=1 |f:1.2.3|. Reported procedure: 5-(5-Fluoro-2-methylphenoxymethyl)-6-(4-hydroxy-2-methoxyphenyl)-2,2,4-tri methyl-1,2-dihydroquinoline (Reference Compound No. 5-3, 20.1 mg, 0.046 mmol), potassium carbonate (16.7 mg, 0.12 mmol) and benzyl bromide (6.6 μL, 0.055 mmol) were dissolved in anhydrous N,N-dimethylformamide (0.5 mL), and the mixture was stirred at 60° C. for 40 minutes. Ethyl acetate (50 mL) was added to the reaction mixture, and the whole was washed with water (50 mL) and saturated brine (30 mL), dried over anhydrous ... Reactants: CO, Cl, CS(=O)(=O)c1cc(F)ccc1C#N. Product: [Cl-], CS(=O)(=O)c1cc(F)ccc1C[NH3+]. Reaction SMILES: [CH3:15][OH:16].[ClH:14].[F:1][c:2]1[cH:3][c:4]([S:10](=[O:11])(=[O:12])[CH3:13])[c:5]([C:6]#[N:7])[cH:8][cH:9]1>>[Cl-:14].[F:1][c:2]1[cH:3][c:4]([S:10](=[O:11])(=[O:12])[CH3:13])[c:5]([CH2:6][NH3+:7])[cH:8][cH:9]1. Starting materials: C1COCCN1, CCO, Clc1nc(Cl)c2[nH]cnc2n1. RXN SMILES: [CH2:1]1[CH2:2][O:3][CH2:4][CH2:5][NH:6]1.[CH3:18][CH2:19][OH:20].[Cl:7][c:8]1[n:9][c:10]([Cl:17])[c:11]2[nH:12][cH:13][n:14][c:15]2[n:16]1>>[CH2:1]1[CH2:2][O:3][CH2:4][CH2:5][N:6]1[c:10]1[n:9][c:8]([Cl:7])[n:16][c:15]2[c:11]1[n:12][cH:13][nH:14]2. Yields the product Clc1nc(N2CCOCC2)c2nc[nH]c2n1.